Task: describe an organic reaction: reactants, conditions, products, and yield. Dataset: the Open Reaction Database (ORD), a public repository of structured organic reaction records Procedure details: Hydroquinone (30 g) was dissolved in n-propanol (70 ml) at 70° C. The hot solution was introduced into the high pressure autoclave. The solution was subjected to compressed carbon dioxide of 300 bar. The high pressure autoclave was kept for 2 h at 80° C. Then the solution was cooled down to room temperature within 5 days. The crystals were filtered off and washed 4 times with cold n-propanol (5 ml). The crystals were then dried in the drying cabinet at 70° C. Starting materials: C1(O)=CC=C(O)C=C1 (Hydroquinone), C(=O)=O (carbon dioxide). Yields the product C1(O)=CC=C(O)C=C1.C(=O)=O (Hydroquinone carbon dioxide). Solvent: C(CC)O (n-propanol). Run at time 2 hour. Reaction SMILES: [C:1]1([CH:8]=[CH:7][C:5]([OH:6])=[CH:4][CH:3]=1)[OH:2].[C:9](=[O:11])=[O:10]>C(O)CC>[C:1]1([CH:8]=[CH:7][C:5]([OH:6])=[CH:4][CH:3]=1)[OH:2].[C:9](=[O:11])=[O:10] |f:3.4|. Reactants: CCN(C)C=Nc1cc(Br)c(OCCCC(C)C)nc1C, OB(O)c1ccc(Cl)cc1, [K+], [K+], [K+], C1COCCO1, O, O=P([O-])([O-])[O-]. The product is CCN(C)C=Nc1cc(-c2ccc(Cl)cc2)c(OCCCC(C)C)nc1C. Reaction SMILES: [Br:1][c:2]1[cH:3][c:4]([N:16]=[CH:17][N:18]([CH3:19])[CH2:20][CH3:21])[c:5]([CH3:15])[n:6][c:7]1[O:8][CH2:9][CH2:10][CH2:11][CH:12]([CH3:13])[CH3:14].[Cl:22][c:23]1[cH:24][cH:25][c:26]([B:29]([OH:30])[OH:31])[cH:27][cH:28]1.[K+:37].[K+:38].[K+:39].[O:40]1[CH2:41][CH2:42][O:43][CH2:44][CH2:45]1.[OH2:46].[P:32]([O-:33])([O-:34])([O-:35])=[O:36]>>[c:2]1(-[c:26]2[cH:25][cH:24][c:23]([Cl:22])[cH:28][cH:27]2)[cH:3][c:4]([N:16]=[CH:17][N:18]([CH3:19])[CH2:20][CH3:21])[c:5]([CH3:15])[n:6][c:7]1[O:8][CH2:9][CH2:10][CH2:11][CH:12]([CH3:13])[CH3:14]. The reactants are COC(=O)CCOCC1CC(F)CN1C(=O)OC(C)(C)C, C1CCOC1, [Na+], [OH-]. Yields the product CC(C)(C)OC(=O)N1CC(F)CC1COCCC(=O)O. As a reaction SMILES: [C:1]([CH3:2])([CH3:3])([CH3:4])[O:5][C:6](=[O:7])[N:8]1[CH:9]([CH2:14][O:15][CH2:16][CH2:17][C:18](=[O:19])[O:20][CH3:21])[CH2:10][CH:11]([F:13])[CH2:12]1.[CH2:24]1[O:25][CH2:26][CH2:27][CH2:28]1.[Na+:23].[OH-:22]>>[C:1]([CH3:2])([CH3:3])([CH3:4])[O:5][C:6](=[O:7])[N:8]1[CH:9]([CH2:14][O:15][CH2:16][CH2:17][C:18](=[O:19])[OH:20])[CH2:10][CH:11]([F:13])[CH2:12]1. Reactants: CC(C)(C)c1cc2ncc(Br)cn2n1, C#Cc1ccc(Cl)cc1. Product: CC(C)(C)c1cc2ncc(C#Cc3ccc(Cl)cc3)cn2n1. Reaction SMILES: [Br:1][c:2]1[cH:3][n:4][c:5]2[n:6]([cH:7]1)[n:8][c:9]([C:11]([CH3:12])([CH3:13])[CH3:14])[cH:10]2.[C:15](#[CH:16])[c:17]1[cH:18][cH:19][c:20]([Cl:23])[cH:21][cH:22]1>>[c:2]1([C:16]#[C:15][c:17]2[cH:18][cH:19][c:20]([Cl:23])[cH:21][cH:22]2)[cH:3][n:4][c:5]2[n:6]([cH:7]1)[n:8][c:9]([C:11]([CH3:12])([CH3:13])[CH3:14])[cH:10]2. Reactants: ClC1=CC2=C(C=N1)C(=NN2C(C2=CC=CC=C2)(C2=CC=CC=C2)C2=CC=CC=C2)I (6-chloro-3-iodo-1-trityl-1H-pyrazolo[4,3-c]pyridine), CN(CC(=O)O)C (N,N-dimethylglycine), C1(=CC=CC=C1)O (phenol), C([O-])([O-])=O.[Cs+].[Cs+] (cesium carbonate). Reagents/catalysts: [Cu]I (copper(i) iodide). Solvent: O1CCOCC1 (1,4-Dioxane). Run at temperature 100 celsius, time 6 hour. Product: ClC1=CC2=C(C=N1)C(=NN2C(C2=CC=CC=C2)(C2=CC=CC=C2)C2=CC=CC=C2)OC2=CC=CC=C2 (6-chloro-3-phenoxy-1-trityl-1H-pyrazolo[4,3-c]pyridine). Isolated yield 80.1%. As a reaction SMILES: [Cl:1][C:2]1[N:7]=[CH:6][C:5]2[C:8](I)=[N:9][N:10]([C:11]([C:24]3[CH:29]=[CH:28][CH:27]=[CH:26][CH:25]=3)([C:18]3[CH:23]=[CH:22][CH:21]=[CH:20][CH:19]=3)[C:12]3[CH:17]=[CH:16][CH:15]=[CH:14][CH:13]=3)[C:4]=2[CH:3]=1.[C:31]1([OH:37])[CH:36]=[CH:35][CH:34]=[CH:33][CH:32]=1.C(=O)([O-])[O-].[Cs+].[Cs+].CN(C)CC(O)=O>O1CCOCC1.[Cu]I>[Cl:1][C:2]1[N:7]=[CH:6][C:5]2[C:8]([O:37][C:31]3[CH:36]=[CH:35][CH:34]=[CH:33][CH:32]=3)=[N:9][N:10]([C:11]([C:24]3[CH:29]=[CH:28][CH:27]=[CH:26][CH:25]=3)([C:18]3[CH:23]=[CH:22][CH:21]=[CH:20][CH:19]=3)[C:12]3[CH:17]=[CH:16][CH:15]=[CH:14][CH:13]=3)[C:4]=2[CH:3]=1 |f:2.3.4|. Procedure: 6-chloro-3-iodo-1-trityl-1H-pyrazolo[4,3-c]pyridine (160 mg, 0.307 mmol), phenol (43.3 mg, 0.460 mmol), copper(i) iodide (5.84 mg, 0.031 mmol), cesium carbonate (200 mg, 0.613 mmol) and N,N-dimethylglycine (9.49 mg, 0.092 mmol) were taken up in 1,4-Dioxane (2.0 ml) in a 25 mL microwave vial. The vial was evacuated and back-filled with N2 (3×) and the reaction mixture was allowed to stir at 100° C. for 6 h. NH4OH was added into the reaction mixture and extracted with EtOAc (2×). The combined orga... Starting materials: [OH-].[Na+] (NaOH), NCCC=1SC2=C(N(C(C1)=O)CC1=CC=C(C=C1)NC(C1=C(C=CC=C1)C)=O)C=CC=C2 (2-(2-Aminoethyl)-5-[4-(2-methylbenzoylamino)-benzyl]-1,5-benzothiazepine-4-one), C(#N)[BH3-].[Na+] (sodium cyanoborohydride), Example 31, COC1=C(C=O)C=CC(=C1)OC (2,4-dimethoxybenzaldehyde). Run in C(C)(=O)O (acetic acid), CO (methanol). Conditions: time 3 hour. Yields the product COC1=C(CNCCC=2SC3=C(N(C(C2)=O)CC2=CC=C(C=C2)NC(C2=C(C=CC=C2)C)=O)C=CC=C3)C=CC(=C1)OC (2-[2-(2,4-Dimethoxybenzylamino)ethyl]-5-[4-(2-methylbenzoylamino)-benzyl)-1,5-benzothiazepine-4-one). Reaction SMILES: [NH2:1][CH2:2][CH2:3][C:4]1[S:5][C:6]2[CH:32]=[CH:31][CH:30]=[CH:29][C:7]=2[N:8]([CH2:12][C:13]2[CH:18]=[CH:17][C:16]([NH:19][C:20](=[O:28])[C:21]3[CH:26]=[CH:25][CH:24]=[CH:23][C:22]=3[CH3:27])=[CH:15][CH:14]=2)[C:9](=[O:11])[CH:10]=1.[CH3:33][O:34][C:35]1[CH:42]=[C:41]([O:43][CH3:44])[CH:40]=[CH:39][C:36]=1[CH:37]=O.C([BH3-])#N.[Na+].[OH-].[Na+]>CO.C(O)(=O)C>[CH3:33][O:34][C:35]1[CH:42]=[C:41]([O:43][CH3:44])[CH:40]=[CH:39][C:36]=1[CH2:37][NH:1][CH2:2][CH2:3][C:4]1[S:5][C:6]2[CH:32]=[CH:31][CH:30]=[CH:29][C:7]=2[N:8]([CH2:12][C:13]2[CH:14]=[CH:15][C:16]([NH:19][C:20](=[O:28])[C:21]3[CH:26]=[CH:25][CH:24]=[CH:23][C:22]=3[CH3:27])=[CH:17][CH:18]=2)[C:9](=[O:11])[CH:10]=1 |f:2.3,4.5|. Reported procedure: A mixture of Compound 7 as prepared in Example 31 (0.105 g, 0.24 mM), 2,4-dimethoxybenzaldehyde (0.040 g, 0.240 mM) and acetic acid (0.05 ml) in methanol was stirred at room temperature for three hours and 2.5 equivalence of sodium cyanoborohydride was added. The mixture was stirred at room temperature for an additional 4 hours and a 6N NaOH (0.5 ml; adjusted to pH8) was added. The methanol was removed under reduced pressure and the residue diluted with water (50 ml) and extracted with ethyl ace...